From a dataset of the Open Reaction Database (ORD), a public repository of structured organic reaction records. describe an organic reaction: reactants, conditions, products, and yield Starting materials: Cl.CC1=NN(C=2N=C(NC(C21)=O)C2CCNCC2)C2=CC=CC=C2 (3-methyl-1-phenyl-6-(piperidin-4-yl)-1H-pyrazolo[3,4-d]pyrimidin-4(5H)-one hydrochloride), O=C1CCN(CC1)C(=O)OC(C)(C)C (tert-butyl 4-oxopiperidine-1-carboxylate), [BH3-]C#N.[Na+] (NaBH3CN). The solvent is CO (methanol). Conditions: time 8 hour. Product: CC1=NN(C=2N=C(NC(C21)=O)C2CCN(CC2)C2CCN(CC2)C(=O)OC(C)(C)C)C2=CC=CC=C2 (tert-butyl 4-(4-(3-methyl-4-oxo-1-phenyl-4,5-dihydro-1H-pyrazolo[3,4-d]pyrimidin-6-yl)piperidin-1-yl)piperidine-1-carboxylate). RXN SMILES: Cl.[CH3:2][C:3]1[C:11]2[C:10](=[O:12])[NH:9][C:8]([CH:13]3[CH2:18][CH2:17][NH:16][CH2:15][CH2:14]3)=[N:7][C:6]=2[N:5]([C:19]2[CH:24]=[CH:23][CH:22]=[CH:21][CH:20]=2)[N:4]=1.O=[C:26]1[CH2:31][CH2:30][N:29]([C:32]([O:34][C:35]([CH3:38])([CH3:37])[CH3:36])=[O:33])[CH2:28][CH2:27]1.[BH3-]C#N.[Na+]>CO>[CH3:2][C:3]1[C:11]2[C:10](=[O:12])[NH:9][C:8]([CH:13]3[CH2:14][CH2:15][N:16]([CH:26]4[CH2:31][CH2:30][N:29]([C:32]([O:34][C:35]([CH3:38])([CH3:37])[CH3:36])=[O:33])[CH2:28][CH2:27]4)[CH2:17][CH2:18]3)=[N:7][C:6]=2[N:5]([C:19]2[CH:24]=[CH:23][CH:22]=[CH:21][CH:20]=2)[N:4]=1 |f:0.1,3.4|. Reported procedure: Into a 100-mL round-bottom flask, was placed a solution of 3-methyl-1-phenyl-6-(piperidin-4-yl)-1H-pyrazolo[3,4-d]pyrimidin-4(5H)-one hydrochloride (500 mg, 1.45 mmol, 1.00 equiv) in methanol (50 mL) at room temperature. To the resulting mixture was then added tert-butyl 4-oxopiperidine-1-carboxylate (865 mg, 4.35 mmol, 3.00 equiv), in portions at room temperature, followed by NaBH3CN (460 mg, 7.30 mmol, 5.00 equiv), in portions at room temperature. The resulting solution was stirred overnight a...